Task: describe an organic reaction: reactants, conditions, products, and yield. Dataset: the Open Reaction Database (ORD), a public repository of structured organic reaction records Reactants: COC1=CC=C(C=C1)CC(=O)OC (methyl 2-(4-methoxyphenyl)acetate), [N+](=O)(O)[O-].NNC(=N)N (N-aminoguanidine nitrate), CO (methanol), C[O-].[Na+] (sodium methoxide). Run in O (water). Run at temperature 0 celsius, time 10 minute. Product: COC1=CC=C(CC2=NC(=NN2)N)C=C1 (5-(4-methoxybenzyl)-1H-1,2,4-triazol-3-amine). Yield: 80.8%. RXN SMILES: [N+]([O-])(O)=O.[NH2:5][NH:6][C:7]([NH2:9])=[NH:8].CO.C[O-].[Na+].[CH3:15][O:16][C:17]1[CH:22]=[CH:21][C:20]([CH2:23][C:24](OC)=O)=[CH:19][CH:18]=1>O>[CH3:15][O:16][C:17]1[CH:22]=[CH:21][C:20]([CH2:23][C:24]2[NH:5][N:6]=[C:7]([NH2:9])[N:8]=2)=[CH:19][CH:18]=1 |f:0.1,3.4|. Procedure details: To a stirred mixture of N-aminoguanidine nitrate (5.50 g, 40 mmol) and anhydrous methanol (50 mL) cooled to 0 C was added sodium methoxide solution (25% in methanol, 9.2 mL, 40 mmol) dropwise. The resulting mixture was stirred at 0° C. for 10 min before methyl 2-(4-methoxyphenyl)acetate (1.6 mL, 10 mmol) was added. The mixture was then stirred at 0° C. for 10 min, RT for 10 min, and 75° C. for 27 hr. The reaction mixture was cooled and diluted with 20 mL of water. Methanol was removed under vacu... The reactants are Cl (HCl), BrC1=C(C(=C(C=C1)C1=CC=NC(=C1C(=O)OC)C)F)F (methyl 4-(4-bromo-2,3-difluorophenyl)-2-methylnicotinate), [OH-].[Na+] (NaOH). Run in CO (MeOH), O (Water). Conditions: time 16 hour. Yields the product BrC1=C(C(=C(C=C1)C1=CC=NC(=C1C(=O)O)C)F)F (4-(4-bromo-2,3-difluorophenyl)-2-methylnicotinic acid). The yield is 91.2%. Reaction SMILES: [Br:1][C:2]1[CH:7]=[CH:6][C:5]([C:8]2[C:13]([C:14]([O:16]C)=[O:15])=[C:12]([CH3:18])[N:11]=[CH:10][CH:9]=2)=[C:4]([F:19])[C:3]=1[F:20].[OH-].[Na+].Cl>CO.O>[Br:1][C:2]1[CH:7]=[CH:6][C:5]([C:8]2[C:13]([C:14]([OH:16])=[O:15])=[C:12]([CH3:18])[N:11]=[CH:10][CH:9]=2)=[C:4]([F:19])[C:3]=1[F:20] |f:1.2|. Procedure details: To a solution of methyl 4-(4-bromo-2,3-difluorophenyl)-2-methylnicotinate (800 mg, 2.34 mmol) in MeOH (10 mL) was added NaOH (935 mg, 23.38 mmol) in Water (10 mL). The reaction mixture was stirred at room temperature for 16 hrs. The reaction mixture was evaporated under reduced pressure and the residue obtained was adjusted to pH ˜3 by adding 1.5N HCl solution. The product was extracted with dichloromethane and the layers were separated. The organic phase was dried over Na2SO4, and concentrated ... Reactants: Cl.N(C1=CC=CC=C1)C1=CC(=NC2=CC=C3C(=C12)NC=N3)C (9-Anilino-7-methyl-1H-imidazo[4,5-f]quinoline Hydrochloride), BrC1=CC=C(N)C=C1 (p-bromoaniline). The solvent is C(C)O (ethanol). Yields the product Cl.BrC1=CC=C(NC2=CC(=NC3=CC=C4C(=C23)NC=N4)C)C=C1 (9-(p-Bromoanilino)-7-methyl-1H-imidazo[4,5-f]quinoline Hydrochloride). RXN SMILES: [ClH:1].[NH:2]([C:9]1[C:18]2[C:13](=[CH:14][CH:15]=[C:16]3[N:21]=[CH:20][NH:19][C:17]3=2)[N:12]=[C:11]([CH3:22])[CH:10]=1)[C:3]1[CH:8]=[CH:7][CH:6]=[CH:5][CH:4]=1.[Br:23]C1C=CC(N)=CC=1>C(O)C>[ClH:1].[Br:23][C:6]1[CH:7]=[CH:8][C:3]([NH:2][C:9]2[C:18]3[C:13](=[CH:14][CH:15]=[C:16]4[N:21]=[CH:20][NH:19][C:17]4=3)[N:12]=[C:11]([CH3:22])[CH:10]=2)=[CH:4][CH:5]=1 |f:0.1,4.5|. Reported procedure: A mixture of 37.9 g. (0.174 m.) of the compound of Example I, C., 30 g. (0.174 ml.) of p-bromoaniline and 500 ml. of ethanol was stirred and refluxed overnight. After concentrating in vacuo the residue was recrystallized from 500 m. of MeOH to give 55 g. m.p. 347°-349° . Reactants: CC(C)(C)c1cccc(Br)c1S, CC(C)=O, C=C(C)CCl, [K+], [K+], O=C([O-])[O-]. The product is CC(C)=CSc1c(Br)cccc1C(C)(C)C. As a reaction SMILES: [Br:1][c:2]1[c:3]([SH:12])[c:4]([C:8]([CH3:9])([CH3:10])[CH3:11])[cH:5][cH:6][cH:7]1.[CH3:24][C:25](=[O:26])[CH3:27].[Cl:19][CH2:20][C:21](=[CH2:22])[CH3:23].[K+:13].[K+:14].[O-:15][C:16]([O-:17])=[O:18]>>[Br:1][c:2]1[c:3]([S:12][CH:20]=[C:21]([CH3:22])[CH3:23])[c:4]([C:8]([CH3:9])([CH3:10])[CH3:11])[cH:5][cH:6][cH:7]1. Starting materials: ClC1=CC=C(N=N1)O[C@H]1CN2CCC1CC2 ((3R)-3-[(6-Chloropyridazin-3-yl)oxy]quinuclidine), CC1(OB(OC1(C)C)C=1C=CC=2NC3=CC=CC=C3C2C1)C (3-(4,4,5,5-Tetramethyl-[1, 3,2]dioxaborolan-2-yl)-9H-carbazole), C1(CCCCC1)P(C1=C(C=CC=C1)C1=CC=CC=C1)C1CCCCC1 (2-(dicyclohexylphosphino)biphenyl). The reagents and catalysts are Cl[Pd]([P](C1=CC=CC=C1)(C2=CC=CC=C2)C3=CC=CC=C3)([P](C4=CC=CC=C4)(C5=CC=CC=C5)C6=CC=CC=C6)Cl (dichlorobis(triphenylphosphine)palladium(II)). Yields the product N12C[C@@H](C(CC1)CC2)OC2=CC=C(N=N2)C=2C=CC=1NC3=CC=CC=C3C1C2 ((R)-3-[6-(1-Aza-bicyclo[2.2.2]oct-3-yloxy)-pyridazin-3-yl]-9H-carbazole). Reaction SMILES: Cl[C:2]1[N:7]=[N:6][C:5]([O:8][C@@H:9]2[CH:14]3[CH2:15][CH2:16][N:11]([CH2:12][CH2:13]3)[CH2:10]2)=[CH:4][CH:3]=1.CC1(C)C(C)(C)OB([C:25]2[CH:26]=[CH:27][C:28]3[NH:29][C:30]4[C:35]([C:36]=3[CH:37]=2)=[CH:34][CH:33]=[CH:32][CH:31]=4)O1.C1(P(C2CCCCC2)C2C=CC=CC=2C2C=CC=CC=2)CCCCC1>Cl[Pd](Cl)([P](C1C=CC=CC=1)(C1C=CC=CC=1)C1C=CC=CC=1)[P](C1C=CC=CC=1)(C1C=CC=CC=1)C1C=CC=CC=1>[N:11]12[CH2:16][CH2:15][CH:14]([CH2:13][CH2:12]1)[C@@H:9]([O:8][C:5]1[N:6]=[N:7][C:2]([C:25]3[CH:26]=[CH:27][C:28]4[NH:29][C:30]5[C:35]([C:36]=4[CH:37]=3)=[CH:34][CH:33]=[CH:32][CH:31]=5)=[CH:3][CH:4]=1)[CH2:10]2 |^1:66,85|. Procedure: The product of Example 9A (0.173 g, 0.72 mmol) was coupled with the product of Example 38A (0.267 g, 0.91 mmol) under the catalysis of dichlorobis(triphenylphosphine)palladium(II) (Aldrich, 5.3 mg, 0.007 mmol) and 2-(dicyclohexylphosphino)biphenyl (Strem Chemicals, 7.3 mg, 0.021 mmol) at 150° C. for 10 min. according to the procedure of Example 29A. The title product was purified by preparative HPLC (Xterra™, column, Xterra RP-18 5 μm, 30×100 mm. Eluting Solvent, MeCN/H2O (NH4HCO3, 0.1 M, pH=10)... Starting materials: C(C)N1N=CC=2C1=NC1=C(C=CC=C1C2Cl)Br (1-ethyl-4-chloro-8-bromo-1H-pyrazolo[3,4-b]quinoline), CS(=O)C (DMSO), C1(CCCCC1)CN (cyclohexylmethylamine). Solvent: O (water). Yields the product C(C)N1N=CC=2C1=NC1=C(C=CC=C1C2NCC2CCCCC2)Br (1-ethyl-8-bromo-N-(cyclohexylmethyl)-1H-pyrazolo[3,4-b]quinolin-4-amine). Yield: 80.2%. RXN SMILES: [CH2:1]([N:3]1[C:7]2=[N:8][C:9]3[C:14]([C:15](Cl)=[C:6]2[CH:5]=[N:4]1)=[CH:13][CH:12]=[CH:11][C:10]=3[Br:17])[CH3:2].CS(C)=O.[CH:22]1([CH2:28][NH2:29])[CH2:27][CH2:26][CH2:25][CH2:24][CH2:23]1>O>[CH2:1]([N:3]1[C:7]2=[N:8][C:9]3[C:14]([C:15]([NH:29][CH2:28][CH:22]4[CH2:27][CH2:26][CH2:25][CH2:24][CH2:23]4)=[C:6]2[CH:5]=[N:4]1)=[CH:13][CH:12]=[CH:11][C:10]=3[Br:17])[CH3:2]. Reported procedure: A mixture of 1-ethyl-4-chloro-8-bromo-1H-pyrazolo[3,4-b]quinoline (2.0 g, 6.44 mmol), DMSO (5 mL) and cyclohexylmethylamine (1.46 g, 12.9 mmol) was heated at 80°-90° C. for 3 hours. The reaction mixture was cooled to room temperature and then was poured into water. The resulting solid was collected by filtration, washed with water and evaporated. The residue was purified by column chromatography on silica gel eluting with CH2Cl2 /ether (9/1) to afford 2.0 g (80%) of 1-ethyl-8-bromo-N-(cyclohexyl...